Dataset: the Open Reaction Database (ORD), a public repository of structured organic reaction records. Task: describe an organic reaction: reactants, conditions, products, and yield Reactants: CCCC[N+](CCCC)(CCCC)CCCC, Cc1ccccc1, CC1(C)COC(CSC(C(=O)N2C(=O)OCC2c2ccccc2)C(Nc2ccc(Cl)cc2)c2ccc(OCC(=O)OC(C)(C)C)cc2)(c2ccc(Cl)cc2)OC1, [F-]. Product: CC1(C)COC(CSC2C(=O)N(c3ccc(Cl)cc3)C2c2ccc(OCC(=O)OC(C)(C)C)cc2)(c2ccc(Cl)cc2)OC1. RXN SMILES: [CH3:58][CH2:59][CH2:60][CH2:61][N+:62]([CH2:63][CH2:64][CH2:65][CH3:66])([CH2:67][CH2:68][CH2:69][CH3:70])[CH2:71][CH2:72][CH2:73][CH3:74].[CH3:75][c:76]1[cH:77][cH:78][cH:79][cH:80][cH:81]1.[Cl:1][c:2]1[cH:3][cH:4][c:5]([NH:8][CH:9]([CH:10]([C:11]([N:12]2[CH:13]([c:14]3[cH:15][cH:16][cH:17][cH:18][cH:19]3)[CH2:20][O:21][C:22]2=[O:23])=[O:24])[S:25][CH2:26][C:27]2([c:35]3[cH:36][cH:37][c:38]([Cl:41])[cH:39][cH:40]3)[O:28][CH2:29][C:30]([CH3:33])([CH3:34])[CH2:31][O:32]2)[c:42]2[cH:43][cH:44][c:45]([O:46][CH2:47][C:48](=[O:49])[O:50][C:51]([CH3:52])([CH3:53])[CH3:54])[cH:55][cH:56]2)[cH:6][cH:7]1.[F-:57]>>[Cl:1][c:2]1[cH:3][cH:4][c:5]([N:8]2[CH:9]([c:42]3[cH:43][cH:44][c:45]([O:46][CH2:47][C:48](=[O:49])[O:50][C:51]([CH3:52])([CH3:53])[CH3:54])[cH:55][cH:56]3)[CH:10]([S:25][CH2:26][C:27]3([c:35]4[cH:36][cH:37][c:38]([Cl:41])[cH:39][cH:40]4)[O:28][CH2:29][C:30]([CH3:33])([CH3:34])[CH2:31][O:32]3)[C:11]2=[O:24])[cH:6][cH:7]1. Starting materials: C(C(C)C)N1C=C2C(=CC1=O)C(CN2)(C)C (6-isobutyl-3,3-dimethyl-1,2,3,6-tetrahydro-pyrrolo[2,3-c]pyridin-5-one), C(C1=CC=CC=C1)Br (benzyl bromide). Product: C(C1=CC=CC=C1)N1C=C2C(=CC1=O)C(CN2)(C)C (6-Benzyl-3,3-dimethyl-1,2,3,6-tetrahydro-pyrrolo[2,3-c]pyridin-5-one). Reaction SMILES: [CH2:1]([N:5]1[C:10](=[O:11])[CH:9]=[C:8]2[C:12]([CH3:16])([CH3:15])[CH2:13][NH:14][C:7]2=[CH:6]1)[CH:2]([CH3:4])[CH3:3].[CH2:17](Br)[C:18]1C=CC=C[CH:19]=1>>[CH2:1]([N:5]1[C:10](=[O:11])[CH:9]=[C:8]2[C:12]([CH3:16])([CH3:15])[CH2:13][NH:14][C:7]2=[CH:6]1)[C:2]1[CH:4]=[CH:19][CH:18]=[CH:17][CH:3]=1. Procedure: Prepared in an analogous method to 6-isobutyl-3,3-dimethyl-1,2,3,6-tetrahydro-pyrrolo[2,3-c]pyridin-5-one using benzyl bromide instead of 3-bromo-2-methylpropene and omitting the hydrogenation step (see Preparations 128 and 130). Reaction SMILES: [Br:1][c:2]1[cH:3][c:4]2[c:5]([cH:18][cH:19]1)[N:6]1[c:7]3[c:8]([cH:12][cH:13][cH:14][c:15]3[CH2:16][CH2:17]1)[C:9](=[O:11])[NH:10]2.[CH3:20][O:21][c:22]1[cH:23][cH:24][c:25]([P:26]2(=[S:27])[S:28][P:30](=[S:31])([c:32]3[cH:33][cH:34][c:35]([O:36][CH3:37])[cH:38][cH:39]3)[S:29]2)[cH:40][cH:41]1.[CH3:42][c:43]1[cH:44][cH:45][cH:46][cH:47][cH:48]1>>[Br:1][c:2]1[cH:3][c:4]2[c:5]([cH:18][cH:19]1)[N:6]1[c:7]3[c:8]([cH:12][cH:13][cH:14][c:15]3[CH2:16][CH2:17]1)[C:9](=[S:29])[NH:10]2. Reactants: O=C1Nc2cc(Br)ccc2N2CCc3cccc1c32, COc1ccc(P2(=S)SP(=S)(c3ccc(OC)cc3)S2)cc1, Cc1ccccc1. Yields the product S=C1Nc2cc(Br)ccc2N2CCc3cccc1c32. Starting materials: CS(=O)(=O)Cl, ClCCl, NCC1CCC(c2nc(-c3cc4ccccc4[nH]3)c3c(N)nccn23)CC1. Product: CS(=O)(=O)NCC1CCC(c2nc(-c3cc4ccccc4[nH]3)c3c(N)nccn23)CC1. As a reaction SMILES: [CH3:1][S:2]([Cl:3])(=[O:4])=[O:5].[Cl:33][CH2:34][Cl:35].[NH2:6][c:7]1[c:8]2[n:9]([cH:10][cH:11][n:12]1)[c:13]([CH:25]1[CH2:26][CH2:27][CH:28]([CH2:31][NH2:32])[CH2:29][CH2:30]1)[n:14][c:15]2-[c:16]1[nH:17][c:18]2[cH:19][cH:20][cH:21][cH:22][c:23]2[cH:24]1>>[CH3:1][S:2](=[O:4])(=[O:5])[NH:32][CH2:31][CH:28]1[CH2:27][CH2:26][CH:25]([c:13]2[n:9]3[c:8]([c:7]([NH2:6])[n:12][cH:11][cH:10]3)[c:15](-[c:16]3[nH:17][c:18]4[cH:19][cH:20][cH:21][cH:22][c:23]4[cH:24]3)[n:14]2)[CH2:30][CH2:29]1. Starting materials: S.[Na] (sodium hydrogen sulfide), formula XII, [N+](=O)([O-])C1=CC=C(C=C1)N=O (4-nitro-nitrosobenzene), alkoxy, [N+](=O)([O-])C1=CC=C(C=C1)C1=CC=C(C=C1)N (4-nitro-4'-aminobiphenyl), XI. Run in C(C)O (ethanol). Yields the product NC1=CC=C(C=C1)N=NC1=CC=C(C=C1)C1=CC=C(C=C1)[N+](=O)[O-] (4-amino-4'-(p-nitrophenyl)azobenzene). Reaction SMILES: [N+:1]([C:4]1[CH:9]=[CH:8][C:7]([C:10]2[CH:15]=[CH:14][C:13]([NH2:16])=[CH:12][CH:11]=2)=[CH:6][CH:5]=1)([O-:3])=[O:2].[N+:17]([C:20]1[CH:25]=[CH:24][C:23]([N:26]=O)=[CH:22][CH:21]=1)([O-])=O.S.[Na]>C(O)C>[NH2:17][C:20]1[CH:25]=[CH:24][C:23]([N:26]=[N:16][C:13]2[CH:14]=[CH:15][C:10]([C:7]3[CH:6]=[CH:5][C:4]([N+:1]([O-:3])=[O:2])=[CH:9][CH:8]=3)=[CH:11][CH:12]=2)=[CH:22][CH:21]=1 |f:2.3,^1:28|. Procedure: The preparation of a compound of formula XII in which m is the integer 2 and X is alkoxy and Y is p-nitrophenyl can be carried out, for example, by reacting 4-nitro-4'-aminobiphenyl with 4-nitro-nitrosobenzene, partially reducing the resulting compound with sodium hydrogen sulfide in ethanol according to Houben-Weyl XI/1, 418, to give 4-amino-4'-(p-nitrophenyl)azobenzene, diazotizing this with sodium nitrite and hydrochloric acid, coupling the diazonium salt with phenol and etherifying the resul... Starting materials: ClC1=C(C(=CC=C1)Cl)CS(=O)(=O)C=1C=C2/C(/C(NC2=CC1)=O)=C/C1=C(C(=C(N1)C)C(=O)O)C (5-[5-(2,6-dichloro-phenylmethanesulfonyl)-2-oxo-1,2-dihydro-indol-(3Z)-ylidenemethyl]-2,4-dimethyl-1H-pyrrole-3-carboxylic acid), CCN=C=NCCCN(C)C (EDAC), C=1C=CC2=C(C1)N=NN2O (HOBt), C1(CC1)CNC[C@@H]1NCCC1 (cyclopropylmethyl-(R)-1-pyrrolidin-2-ylmethyl-amine), TEA. Solvent: O (water), C(=O)(O)[O-].[Na+] (NaHCO3), CN(C)C=O (DMF). Conditions: time 20 hour. The product is C1(CC1)CNC[C@@H]1N(CCC1)C(=O)C=1C(=C(NC1C)\C=C\1/C(NC2=CC=C(C=C12)S(=O)(=O)CC1=C(C=CC=C1Cl)Cl)=O)C (3-[1-(4-{(R)-2-[(Cyclopropylmethyl-amino)-methyl]-pyrrolidine-1-carbonyl}-3,5-dimethyl-1H-pyrrol-2-yl)-meth-(Z)-ylidene]-5-(2,6-dichloro-phenylmethanesulfonyl)-1,3-dihydro-indol-2-one). RXN SMILES: [Cl:1][C:2]1[CH:7]=[CH:6][CH:5]=[C:4]([Cl:8])[C:3]=1[CH2:9][S:10]([C:13]1[CH:14]=[C:15]2[C:19](=[CH:20][CH:21]=1)[NH:18][C:17](=[O:22])/[C:16]/2=[CH:23]\[C:24]1[NH:28][C:27]([CH3:29])=[C:26]([C:30]([OH:32])=O)[C:25]=1[CH3:33])(=[O:12])=[O:11].CCN=C=NCCCN(C)C.C1C=CC2N(O)N=NC=2C=1.[CH:55]1([CH2:58][NH:59][CH2:60][C@H:61]2[CH2:65][CH2:64][CH2:63][NH:62]2)[CH2:57][CH2:56]1>CN(C=O)C.O.C([O-])(O)=O.[Na+]>[CH:55]1([CH2:58][NH:59][CH2:60][C@H:61]2[CH2:65][CH2:64][CH2:63][N:62]2[C:30]([C:26]2[C:25]([CH3:33])=[C:24](/[CH:23]=[C:16]3\[C:17](=[O:22])[NH:18][C:19]4[C:15]\3=[CH:14][C:13]([S:10]([CH2:9][C:3]3[C:4]([Cl:8])=[CH:5][CH:6]=[CH:7][C:2]=3[Cl:1])(=[O:12])=[O:11])=[CH:21][CH:20]=4)[NH:28][C:27]=2[CH3:29])=[O:32])[CH2:56][CH2:57]1 |f:6.7|. Reported procedure: To a mixture of 5-[5-(2,6-dichloro-phenylmethanesulfonyl)-2-oxo-1,2-dihydro-indol-(3Z)-ylidenemethyl]-2,4-dimethyl-1H-pyrrole-3-carboxylic acid (200 mg, 0.4 mmol), EDAC (150 mg, 0.78 mmol) and HOBt (54 mg, 0.4 mmol) in DMF (4 mL) was added cyclopropylmethyl-(R)-1-pyrrolidin-2-ylmethyl-amine (100 mg, 0.65 mmol) and TEA (0.12 mL). The mixture was stirred at rt for 20 hours. The reaction was diluted with water and NaHCO3, extracted with 5% methanol in DCM. The combined extracts were concentrated an...